describe an organic reaction: reactants, conditions, products, and yield From a dataset of the Open Reaction Database (ORD), a public repository of structured organic reaction records. The reactants are CC1(CC(CC(C1)(C)C)C1=CC=C(OCC2CN=C(O2)N)C=C1)C (5-[4-(3,3,5,5-tetramethyl-cyclohexyl)-phenoxymethyl]-4,5-dihydro-oxazol-2-ylamine), C(C#CCC)(=O)OCC (ethyl 2-pentynoate), C1[C@@H](O1)CCl (R-epichlorohydrin), CC1(CC(CC(C1)(C)C)C1=CC=C(C=C1)O)C (4-(3,3,5,5-tetramethyl-cyclohexyl)-phenol). Solvent: C(C)O (ethanol). Product: C(C)C1=CC(N=C2N1C[C@H](O2)COC2=CC=C(C=C2)C2CC(CC(C2)(C)C)(C)C)=O ((S)-5-ethyl-2-[4-(3,3,5,5-tetramethyl-cyclohexyl)-phenoxymethyl]-2,3-dihydro-oxazolo[3,2-a]pyrimidin-7-one). As a reaction SMILES: [CH3:1][C:2]1([CH3:24])[CH2:7][C:6]([CH3:9])([CH3:8])[CH2:5][CH:4]([C:10]2[CH:23]=[CH:22][C:13]([O:14][CH2:15][CH:16]3[O:20][C:19]([NH2:21])=[N:18][CH2:17]3)=[CH:12][CH:11]=2)[CH2:3]1.C1O[C@H]1CCl.CC1(C)CC(C)(C)C[CH:33]([C:39]2C=C[C:42]([OH:45])=[CH:41][CH:40]=2)C1.C(OCC)(=O)C#CCC>C(O)C>[CH2:39]([C:40]1[N:18]2[CH2:17][C@@H:16]([CH2:15][O:14][C:13]3[CH:12]=[CH:11][C:10]([CH:4]4[CH2:5][C:6]([CH3:8])([CH3:9])[CH2:7][C:2]([CH3:24])([CH3:1])[CH2:3]4)=[CH:23][CH:22]=3)[O:20][C:19]2=[N:21][C:42](=[O:45])[CH:41]=1)[CH3:33]. Procedure details: To a solution of 5-[4-(3,3,5,5-tetramethyl-cyclohexyl)-phenoxymethyl]-4,5-dihydro-oxazol-2-ylamine (0.15 g, 0.454 mmol), prepared in accordance with the procedures described in Steps 1 and 2 of Example 1 and starting from R-epichlorohydrin and 4-(3,3,5,5-tetramethyl-cyclohexyl)-phenol (prepared using the same procedure as in step 1 of Example 74), in ethanol (5 mL) was added ethyl 2-pentynoate (0.086 g, 0.681 mmol). The reaction mixture was heated at reflux for 14 hrs and then cooled to room tem... Reactants: ClC=1SC=CN1 (2-chlorothiazole), OC1=CC=C(C=C1)C(C(=O)OCC)C (ethyl 2-(4-hydroxyphenyl)propionate), C([O-])([O-])=O.[K+].[K+] (potassium carbonate). Solvent: CN(C=O)C (dimethylformamide). Run at time 2.5 hour. Product: S1C(=NC=C1)OC1=CC=C(C=C1)C(C(=O)OCC)C (ethyl 2-[4-(2-thiazolyloxy)phenyl]propionate). Isolated yield 50.1%. RXN SMILES: Cl[C:2]1[S:3][CH:4]=[CH:5][N:6]=1.[OH:7][C:8]1[CH:13]=[CH:12][C:11]([CH:14]([CH3:20])[C:15]([O:17][CH2:18][CH3:19])=[O:16])=[CH:10][CH:9]=1.C(=O)([O-])[O-].[K+].[K+]>CN(C)C=O>[S:3]1[CH:4]=[CH:5][N:6]=[C:2]1[O:7][C:8]1[CH:9]=[CH:10][C:11]([CH:14]([CH3:20])[C:15]([O:17][CH2:18][CH3:19])=[O:16])=[CH:12][CH:13]=1 |f:2.3.4|. Procedure details: A mixture of 2-chlorothiazole (5.0 g), ethyl 2-(4-hydroxyphenyl)propionate (8.1 g), potassium carbonate powder (8.65 g) and dimethylformamide (80 ml) is stirred at 150°-155° C for 2.5 hours. The solvent is distilled out under reduced pressure. To the residue is added water and extracted with ether. The extract is washed with a 10% aqueous solution of sodium hydroxide and water and dried. The ether is evaporated. The residue is subjected to chromatography using silica gel and eluted with 50% benz... Reactants: CC(C)(C)[Si](C)(C)OCCBr, CC(C)=O, CN(C)C=O, [I-], [Na+]. Yields the product CC(C)(C)[Si](C)(C)OCCI. Reaction SMILES: [C:1]([CH3:2])([CH3:3])([CH3:4])[Si:5]([O:6][CH2:7][CH2:8][Br:9])([CH3:10])[CH3:11].[CH3:14][C:15](=[O:16])[CH3:17].[CH3:18][N:19]([CH3:20])[CH:21]=[O:22].[I-:13].[Na+:12]>>[C:1]([CH3:2])([CH3:3])([CH3:4])[Si:5]([O:6][CH2:7][CH2:8][I:13])([CH3:10])[CH3:11].